From a dataset of the Open Reaction Database (ORD), a public repository of structured organic reaction records. describe an organic reaction: reactants, conditions, products, and yield The reactants are E9, ClC1=NC=CC(=C1)OC1=C(C=C(C=C1F)CO)F ((4-((2-chloropyridin-4-yl)oxy)-3,5-difluorophenyl)methanol), ClC=1C=C2N(C(N1)=O)CC(N2C(=O)OC(C)(C)C)(C)C (tert-butyl 7-chloro-2,2-dimethyl-5-oxo-2,3-dihydroimidazo[1,2-c]pyrimidine-1(5H)-carboxylate). The product is ClC1=NC=CC(=C1)OC1=C(C=C(COC=2C=C3N(C(N2)=O)CC(N3)(C)C)C=C1F)F (7-((4-((2-chloropyridin-4-yl)oxy)-3,5-difluorobenzyl)oxy)-2,2-dimethyl-2,3-dihydroimidazo[1,2-c]pyrimidin-5(1H)-one). Procedure: The title compound was prepared by a procedure similar to that described for E9 starting from (4-((2-chloropyridin-4-yl)oxy)-3,5-difluorophenyl)methanol and tert-butyl 7-chloro-2,2-dimethyl-5-oxo-2,3-dihydroimidazo[1,2-c]pyrimidine-1(5H)-carboxylate. RXN SMILES: [Cl:1][C:2]1[CH:7]=[C:6]([O:8][C:9]2[C:14]([F:15])=[CH:13][C:12]([CH2:16][OH:17])=[CH:11][C:10]=2[F:18])[CH:5]=[CH:4][N:3]=1.Cl[C:20]1[CH:21]=[C:22]2[N:29](C(OC(C)(C)C)=O)[C:28]([CH3:38])([CH3:37])[CH2:27][N:23]2[C:24](=[O:26])[N:25]=1>>[Cl:1][C:2]1[CH:7]=[C:6]([O:8][C:9]2[C:14]([F:15])=[CH:13][C:12]([CH2:16][O:17][C:20]3[CH:21]=[C:22]4[NH:29][C:28]([CH3:38])([CH3:37])[CH2:27][N:23]4[C:24](=[O:26])[N:25]=3)=[CH:11][C:10]=2[F:18])[CH:5]=[CH:4][N:3]=1. The reactants are N#N (N2), FC(C(=O)[O-])(F)F (trifluoroacetate), ON1C(CCC1=O)=O (N-hydroxysuccinimide), FC(C(=O)OC(C(F)(F)F)=O)(F)F (trifluoroacetic anhydride), C(CCCC#C)N(CC(=O)O)CC(=O)O (2,2′-(hex-5-ynylazanediyl)diacetic acid), ON1C(CCC1=O)=O (NHS). The solvent is C(C)#N (ACN), C(C)(=O)OCC (ethyl acetate), hexanes, C(C)N(CC)CC (triethylamine), CS(=O)C (dimethyl sulfoxide), CN(C)C=O (DMF). Conditions: time 8 hour. Product: FC(C(=O)O)(F)F.ON1C(CCC1=O)=O (N-hydroxysuccinimide trifluoroacetate). RXN SMILES: [OH:1][N:2]1[C:6](=[O:7])[CH2:5][CH2:4][C:3]1=[O:8].[F:9][C:10]([F:21])([F:20])[C:11]([O:13]C(=O)C(F)(F)F)=[O:12].C(N(CC(O)=O)CC(O)=O)CCCC#C.FC(F)(F)C([O-])=O.N#N>CN(C=O)C.CS(C)=O.C(#N)C.C(N(CC)CC)C.C(OCC)(=O)C>[F:9][C:10]([F:21])([F:20])[C:11]([OH:13])=[O:12].[OH:1][N:2]1[C:6](=[O:7])[CH2:5][CH2:4][C:3]1=[O:8] |f:10.11|. Procedure details: N-hydroxysuccinimide trifluoroacetate was prepared by stirring N-hydroxysuccinimide (NHS) and 4 eq trifluoroacetic anhydride for 5 h. The mixture was concentrated under reduced pressure and further dried under high vacuum overnight. The product was obtained as a white, highly hygroscopic solid and stored in an anhydrous desiccator before use. The obtained approximately 1.1 g 2,2′-(hex-5-ynylazanediyl)diacetic acid was activated by 2.4 eq N-hydroxysuccinicimide trifluoroacetate in 10 mL anhydrous... Starting materials: FC=1C=C(C=CC1F)C(C1=CC=NC=C1)C1=CC(=C(C=C1)F)F (4-[bis(3,4-difluorophenyl)methyl]pyridine), CS(=O)C (DMSO). Reagents/catalysts: [OH-].[Na+] (NaOH). The product is FC=1C=C(C=CC1F)C(O)(C1=CC=NC=C1)C1=CC(=C(C=C1)F)F (α,α-Bis(3,4-difluorophenyl)-4-pyridinemethanol). Yield: 79.9%. RXN SMILES: [F:1][C:2]1[CH:3]=[C:4]([CH:9]([C:16]2[CH:21]=[CH:20][C:19]([F:22])=[C:18]([F:23])[CH:17]=2)[C:10]2[CH:15]=[CH:14][N:13]=[CH:12][CH:11]=2)[CH:5]=[CH:6][C:7]=1[F:8].CS(C)=[O:26]>[OH-].[Na+]>[F:1][C:2]1[CH:3]=[C:4]([C:9]([C:16]2[CH:21]=[CH:20][C:19]([F:22])=[C:18]([F:23])[CH:17]=2)([C:10]2[CH:15]=[CH:14][N:13]=[CH:12][CH:11]=2)[OH:26])[CH:5]=[CH:6][C:7]=1[F:8] |f:2.3|. Procedure details: A solution of 5.66 g (0.0179 mole) of 4-[bis(3,4-difluorophenyl)methyl]pyridine and 12 drops of 50% NaOH in 50 ml of DMSO was stirred at room temperature for 4.5 h with air bubbling through the reaction mixture. Water was added to the solution, and a tan precipitate was collected. This was recrystallized from CH2Cl2 -hexane to give 4.75 g (79.9%) of the title compound as a white, crystalline solid, mp 147°-149° C.